The task is: describe an organic reaction: reactants, conditions, products, and yield. This data is from the Open Reaction Database (ORD), a public repository of structured organic reaction records. Reactants: ClC1=NC2=CC=C(C=C2C=C1)Cl (2,6-dichloroquinoline), C(C)(C)(C)OC(=O)N1CCNCC1 (piperazine-1-carboxylic acid tert-butyl ester). The product is C(C)(C)(C)OC(=O)N1CCN(CC1)C1=NC2=CC=C(C=C2C=C1)Cl (4-(6-Chloro-quinolin-2-yl)-piperazine-1-carboxylic Acid Tert.-butyl Ester). As a reaction SMILES: Cl[C:2]1[CH:11]=[CH:10][C:9]2[C:4](=[CH:5][CH:6]=[C:7]([Cl:12])[CH:8]=2)[N:3]=1.[C:13]([O:17][C:18]([N:20]1[CH2:25][CH2:24][NH:23][CH2:22][CH2:21]1)=[O:19])([CH3:16])([CH3:15])[CH3:14]>>[C:13]([O:17][C:18]([N:20]1[CH2:25][CH2:24][N:23]([C:2]2[CH:11]=[CH:10][C:9]3[C:4](=[CH:5][CH:6]=[C:7]([Cl:12])[CH:8]=3)[N:3]=2)[CH2:22][CH2:21]1)=[O:19])([CH3:16])([CH3:14])[CH3:15]. Procedure: Prepared in analogy to example 1.18(a) from 2,6-dichloroquinoline and piperazine-1-carboxylic acid tert-butyl ester. Crystallisation from methanol yields the title compound as a colorless solid.